Dataset: the Open Reaction Database (ORD), a public repository of structured organic reaction records. Task: describe an organic reaction: reactants, conditions, products, and yield As a reaction SMILES: N1C=CC=CC=1.S(Cl)(Cl)=O.C1C=C2C([N:19]([CH2:22][C:23](O)=[O:24])C(=O)C2=CC=1)=O.[NH:26]1[CH2:33][CH2:32][CH2:31][C@@H:27]1[C:28]([OH:30])=O>ClCCl.O>[C:28]1(=[O:30])[NH:19][CH2:22][C:23](=[O:24])[N:26]2[CH2:33][CH2:32][CH2:31][C@H:27]12. Procedure: Pyridine (2.5 ml ), and thionyl chloride (22.5 ml) were added to a solution of N-phthaloylglycine (57.5 g) in dichloromethane and the reaction stirred under reflux for 18 hours. The mixture was allowed to cool to room temperature, (R)-proline (30.5 g) added and the reaction again stirred under reflux for 18 hours. On cooling, water was added and the resulting precipitate filtered, washed with further water and dried. This material was suspended in ethanol (330 ml) and dichloromethane (250 ml), a... The reactants are N1[C@@H](C(=O)O)CCC1 ((R)-proline), N1=CC=CC=C1 (Pyridine), S(=O)(Cl)Cl (thionyl chloride), C1=CC=C2C(=C1)C(=O)N(C2=O)CC(=O)O (N-phthaloylglycine). Yields the product C1([C@@H]2N(C(CN1)=O)CCC2)=O ((8aR)perhydropyrrolo[1,2-α]pyrazine-1,4-dione). Solvent: ClCCl (dichloromethane), O (water). The reactants are CC(C)O, CC(C)=O, O=[Cr](=O)(O)O, O, C=CCOP(=O)(OCC=C)OCc1c(C)cccc1CO, O=S(=O)(O)O. Product: C=CCOP(=O)(OCC=C)OCc1c(C)cccc1C(=O)O. Reaction SMILES: [CH3:32][CH:33]([OH:34])[CH3:35].[CH3:36][C:37](=[O:38])[CH3:39].[Cr:22](=[O:23])([OH:24])([OH:25])=[O:26].[OH2:40].[P:1](=[O:2])([O:3][CH2:4][CH:5]=[CH2:6])([O:7][CH2:8][CH:9]=[CH2:10])[O:11][CH2:12][c:13]1[c:14]([CH2:20][OH:21])[cH:15][cH:16][cH:17][c:18]1[CH3:19].[S:27](=[O:28])(=[O:29])([OH:30])[OH:31]>>[P:1](=[O:2])([O:3][CH2:4][CH:5]=[CH2:6])([O:7][CH2:8][CH:9]=[CH2:10])[O:11][CH2:12][c:13]1[c:14]([C:20](=[O:21])[OH:23])[cH:15][cH:16][cH:17][c:18]1[CH3:19]. Starting materials: CCO, [K+], [OH-], O=C(N1CCc2ccc(S(=O)(=O)Nc3nccs3)cc2C1)C(F)(F)F. The product is O=S(=O)(Nc1nccs1)c1ccc2c(c1)CNCC2. RXN SMILES: [CH3:28][CH2:29][OH:30].[K+:27].[OH-:26].[s:1]1[c:2]([NH:6][S:7](=[O:8])(=[O:9])[c:10]2[cH:11][cH:12][c:13]3[c:18]([cH:19]2)[CH2:17][N:16]([C:20](=[O:21])[C:22]([F:23])([F:24])[F:25])[CH2:15][CH2:14]3)[n:3][cH:4][cH:5]1>>[s:1]1[c:2]([NH:6][S:7](=[O:8])(=[O:9])[c:10]2[cH:11][cH:12][c:13]3[c:18]([cH:19]2)[CH2:17][NH:16][CH2:15][CH2:14]3)[n:3][cH:4][cH:5]1. Starting materials: C(C=1C(O)=CC=CC1)=O (salicylaldehyde), C(C(C)N)N (propylenediamine). The reagents and catalysts are [Pt] (platinum/charcoal). Solvent: C(C)(C)O (isopropanol). Yields the product OC1=C(CNCC(C)NCC2=C(C=CC=C2)O)C=CC=C1 (N,N'-bis-(2-hydroxybenzyl)-propylenediamine). The yield is 26.2%. As a reaction SMILES: [CH:1](=O)[C:2]1[C:3](=[CH:5][CH:6]=[CH:7][CH:8]=1)[OH:4].[CH2:10]([NH2:14])[CH:11]([NH2:13])[CH3:12]>C(O)(C)C.[Pt]>[OH:4][C:3]1[CH:5]=[CH:6][CH:7]=[CH:8][C:2]=1[CH2:1][NH:14][CH2:10][CH:11]([NH:13][CH2:1][C:2]1[CH:8]=[CH:7][CH:6]=[CH:5][C:3]=1[OH:4])[CH3:12]. Procedure: 84.6 g of a bisazomethine prepared from 2 moles of salicylaldehyde and 1 mol of propylenediamine and having a melting point of 57°-58° C. are hydrogenated for 3 hours in 340 ml of isopropanol in an autoclave in the presence of 1.20 g of 5% platinum/charcoal at 45° C. and under a pressure of 50-60 atmospheres. The product crystallises out at room temperature and is dissolved by boiling, with the addition of a further 660 ml of isopropanol. The catalyst is filtered off and the diamine crystallises... Reactants: O=C(O)Cc1ccccc1Oc1cccc(F)c1, O. Yields the product O=C1Cc2ccccc2Oc2cc(F)ccc21. RXN SMILES: [F:1][c:2]1[cH:3][c:4]([O:5][c:6]2[c:7]([CH2:12][C:13](=[O:14])[OH:15])[cH:8][cH:9][cH:10][cH:11]2)[cH:16][cH:17][cH:18]1.[OH2:19]>>[F:1][c:2]1[cH:3][c:4]2[c:16]([cH:17][cH:18]1)[C:13](=[O:15])[CH2:12][c:7]1[c:6]([cH:11][cH:10][cH:9][cH:8]1)[O:5]2. Starting materials: FC1=NC(=C2NC=NC2=N1)NCC=1C=NC=CC1 (2-fluoro-6-[(pyridin-3-ylmethyl)-amino]purine), C(=O)([O-])[O-].[K+].[K+] (K2CO3), BrCC1CC1 ((bromomethyl)cyclopropane). Solvent: CN(C)C=O (DMF). Conditions: time 24 hour. The product is C1(CC1)CN1C2=NC(=NC(=C2N=C1)NCC=1C=NC=CC1)F ((9-Cyclopropylmethyl-2-fluoro-9H-purin-6-yl)-pyridin-3-ylmethyl-amine). RXN SMILES: [F:1][C:2]1[N:10]=[C:9]2[C:5]([NH:6][CH:7]=[N:8]2)=[C:4]([NH:11][CH2:12][C:13]2[CH:14]=[N:15][CH:16]=[CH:17][CH:18]=2)[N:3]=1.C([O-])([O-])=O.[K+].[K+].Br[CH2:26][CH:27]1[CH2:29][CH2:28]1>CN(C=O)C>[CH:27]1([CH2:26][N:8]2[CH:7]=[N:6][C:5]3[C:9]2=[N:10][C:2]([F:1])=[N:3][C:4]=3[NH:11][CH2:12][C:13]2[CH:14]=[N:15][CH:16]=[CH:17][CH:18]=2)[CH2:29][CH2:28]1 |f:1.2.3|. Procedure details: To a stirred solution of 2-fluoro-6-[(pyridin-3-ylmethyl)-amino]purine (1 g, 4.10 mmol) in DMF (12 ml) under argon atmosphere, at RT, was added K2CO3 (powdered, anhydrous, 2.84 g, 5 eq, 20.52 mmol) followed by (bromomethyl)cyclopropane (5.53 g 10 eq, 41 mmol). The reaction mixture was stirred at RT for 24 h, when TLC (CHC13: Me0H; 90:10) indicated that the reaction had gone to completion. The solvent was evaporated in vacuo and the residue partitioned between water (50 ml) and EtOAc (50 mL); the... Starting materials: N[C@@H]([C@H](C)CC)C(=O)O (L-allo-isoleucine), [OH-].[Na+] (NaOH), C1(=CC=CC=C1)C (toluene), [OH-].[Na+] (NaOH), di-tert butoxydicarbonate, CO.O (MeOH H2O). Conditions: temperature 10 celsius, time 0.5 hour. The product is C(=O)(OC(C)(C)C)N[C@@H]([C@H](C)CC)C(=O)O (BOC-alloisoleucine). RXN SMILES: [NH2:1][C@H:2]([C:7]([OH:9])=[O:8])[C@@H:3]([CH2:5][CH3:6])[CH3:4].[OH-:10].[Na+].[C:12]1([CH3:18])[CH:17]=CC=C[CH:13]=1.[CH3:19][OH:20].O>>[C:19]([NH:1][C@H:2]([C:7]([OH:9])=[O:8])[C@@H:3]([CH2:5][CH3:6])[CH3:4])([O:20][C:12]([CH3:18])([CH3:17])[CH3:13])=[O:10] |f:1.2,4.5|. Procedure details: L-allo-isoleucine (20.0 gm, 0.152 mole) was suspended in 200 ml of 50% MeOH/H2O. The pH was adjusted to 9-9.5 with 4N NaOH. The reaction mixture was cooled to 10° C. and di-tert butoxydicarbonate (39.8 gm, 0.184 mole) was added. The pH was maintained at 9-9.5 with NaOH. After about 0.5 hour, the cooling bath was removed. The reaction mixture was stirred at room temperature for 3-4 hours. TLC in 5% MeOH/CH2 Cl2 was taken. When the reaction was complete, the reaction mixture was acidified to pH 3 ... Reactants: [Cl-].[NH4+] (ammonium chloride), C(CCC)[Li] (n-butyllithium), C(C)(C)[C@@H]1NC(OC1)=O (4-(S)-isopropyloxazolidin-2-one), C1(=CC=CC=C1)CCC(=O)Cl (3-phenylpropionyl chloride). Run in C1CCOC1 (THF). Run at temperature -55 celsius, time 30 minute. Product: C(C)(C)[C@@H]1N(C(OC1)=O)C(CCC1=CC=CC=C1)=O (4-(S)-Isopropyl-3-(3-phenylpropionyl)-oxazolidin-2-one). Yield: 91.3%. RXN SMILES: C([Li])CCC.[CH:6]([C@H:9]1[CH2:13][O:12][C:11](=[O:14])[NH:10]1)([CH3:8])[CH3:7].[C:15]1([CH2:21][CH2:22][C:23](Cl)=[O:24])[CH:20]=[CH:19][CH:18]=[CH:17][CH:16]=1.[Cl-].[NH4+]>C1COCC1>[CH:6]([C@H:9]1[CH2:13][O:12][C:11](=[O:14])[N:10]1[C:23](=[O:24])[CH2:22][CH2:21][C:15]1[CH:20]=[CH:19][CH:18]=[CH:17][CH:16]=1)([CH3:8])[CH3:7] |f:3.4|. Procedure: Add n-butyllithium (2.5 M solution in hexanes, 32 mL of, 80 mmol) to a solution of 4-(S)-isopropyloxazolidin-2-one (10.26 g, 79.4 mmol) in THF (250 mL) at −78° C. Stir 30 min. Add 3-phenylpropionyl chloride (13.2 mL, 89 mmol) over 4 min. Stir 2.5 h at −78° C., then warm to −55° C. and stir 2 h. Add saturated aqueous ammonium chloride (75 mL) and warm to room temperature. Extract with dichloromethane and wash extract with 1 N NaOH (200 mL), saturated aqueous sodium chloride, dry (magnesium sulfat...